From a dataset of the Open Reaction Database (ORD), a public repository of structured organic reaction records. describe an organic reaction: reactants, conditions, products, and yield Reactants: CCc1nc(CO)c(CO)[nH]1, C1COCCO1, CCO, O=c1n(Cl)c(=O)n(Cl)c(=O)n1Cl. Product: CCc1nc(Cl)c(CO)[nH]1. As a reaction SMILES: [CH2:13]([CH3:14])[c:15]1[nH:16][c:17]([CH2:22][OH:23])[c:18]([CH2:20][OH:21])[n:19]1.[CH2:27]1[O:28][CH2:29][CH2:30][O:31][CH2:32]1.[CH3:24][CH2:25][OH:26].[Cl:1][n:2]1[c:3](=[O:4])[n:5]([Cl:6])[c:7](=[O:8])[n:9]([Cl:10])[c:11]1=[O:12]>>[Cl:1][c:18]1[c:17]([CH2:22][OH:23])[nH:16][c:15]([CH2:13][CH3:14])[n:19]1. The reactants are O (water), C([O-])([O-])=O.[Na+].[Na+] (sodium carbonate), O (water), CC1(OB(OC1(C)C)C=1C=C2CCCOC2=CC1)C (6-(4,4,5,5-tetramethyl-1,3,2-dioxaborolan-2-yl)chroman), BrC1=C(N=C(S1)C1=CC=CC=C1)C(C(=O)OC)OC(C)(C)C (methyl 2-(5-bromo-2-phenyl-1,3-thiazol-4-yl)-2-(tert-butoxy)acetate). Reagents/catalysts: C1(=CC=CC=C1)P(C1=CC=CC=C1)C1=CC=CC=C1.C1(=CC=CC=C1)P(C1=CC=CC=C1)C1=CC=CC=C1.C1(=CC=CC=C1)P(C1=CC=CC=C1)C1=CC=CC=C1.C1(=CC=CC=C1)P(C1=CC=CC=C1)C1=CC=CC=C1.[Pd] (palladium tetrakis(triphenylphosphine)). Yields the product C(C)(C)(C)OC(C(=O)OC)C=1N=C(SC1C=1C=CC2=C(CCCO2)C1)C1=CC=CC=C1 (methyl 2-(tert-butoxy)-2-[5-(3,4-dihydro-2H-1-benzopyran-6-yl)-2-phenyl-1,3-thiazol-4-yl]acetate). Procedure details: Under a nitrogen atmosphere, sodium carbonate (8.5 mg, 0.08 mmol), water (500 μL), palladium tetrakis(triphenylphosphine) (13 mg, 0.012 mmol) and 6-(4,4,5,5-tetramethyl-1,3,2-dioxaborolan-2-yl)chroman (21 mg, 0.078 mmol) were added to a solution of methyl 2-(5-bromo-2-phenyl-1,3-thiazol-4-yl)-2-(tert-butoxy)acetate (30 mg, 0.078 mmol) in N,N-dimethylformamide (2 mL). The mixture was heated at 120° C. for 2 hours. The mixture was then cooled at room temperature and water (10 mL) was added. The aq... Yield: 70.5%. Solvent: CN(C=O)C (N,N-dimethylformamide). RXN SMILES: C(=O)([O-])[O-].[Na+].[Na+].O.CC1(C)C(C)(C)OB([C:16]2[CH:17]=[C:18]3[C:23](=[CH:24][CH:25]=2)[O:22][CH2:21][CH2:20][CH2:19]3)O1.Br[C:28]1[S:32][C:31]([C:33]2[CH:38]=[CH:37][CH:36]=[CH:35][CH:34]=2)=[N:30][C:29]=1[CH:39]([O:44][C:45]([CH3:48])([CH3:47])[CH3:46])[C:40]([O:42][CH3:43])=[O:41]>CN(C)C=O.C1(P(C2C=CC=CC=2)C2C=CC=CC=2)C=CC=CC=1.C1(P(C2C=CC=CC=2)C2C=CC=CC=2)C=CC=CC=1.C1(P(C2C=CC=CC=2)C2C=CC=CC=2)C=CC=CC=1.C1(P(C2C=CC=CC=2)C2C=CC=CC=2)C=CC=CC=1.[Pd]>[C:45]([O:44][CH:39]([C:29]1[N:30]=[C:31]([C:33]2[CH:38]=[CH:37][CH:36]=[CH:35][CH:34]=2)[S:32][C:28]=1[C:16]1[CH:25]=[CH:24][C:23]2[O:22][CH2:21][CH2:20][CH2:19][C:18]=2[CH:17]=1)[C:40]([O:42][CH3:43])=[O:41])([CH3:48])([CH3:46])[CH3:47] |f:0.1.2,7.8.9.10.11|. Reaction conditions: temperature 120 celsius. Reaction SMILES: [CH3:1][C:2](=[O:3])[O:4][C:5](=[O:6])[CH3:7].[CH3:9][O:10][c:11]1[cH:12][c:13]2[c:14]([N:23]3[CH2:24][CH2:25][c:26]4[cH:27][c:28]([NH2:32])[cH:29][cH:30][c:31]43)[n:15][cH:16][n:17][c:18]2[cH:19][c:20]1[O:21][CH3:22].[CH:33]([OH:34])=[O:35].[ClH:8]>>[CH:2](=[O:3])[NH:32][c:28]1[cH:27][c:26]2[c:31]([cH:30][cH:29]1)[N:23]([c:14]1[c:13]3[cH:12][c:11]([O:10][CH3:9])[c:20]([O:21][CH3:22])[cH:19][c:18]3[n:17][cH:16][n:15]1)[CH2:24][CH2:25]2. The reactants are CC(=O)OC(C)=O, COc1cc2ncnc(N3CCc4cc(N)ccc43)c2cc1OC, O=CO, Cl. Yields the product COc1cc2ncnc(N3CCc4cc(NC=O)ccc43)c2cc1OC.